This data is from the Open Reaction Database (ORD), a public repository of structured organic reaction records. The task is: describe an organic reaction: reactants, conditions, products, and yield Run in CCOCC (ether), CCOCC (ether). Reactants: S(O)(O)(=O)=O (sulfuric acid), C1(=CC=C(C=C1)[Mg]Br)C (p-tolylmagnesium bromide), C1(=CC=CC=C1)P(OCC)[O-] (ethyl phenylphosphonite). Yield: 80.9%. Procedure details: A solution of p-tolylmagnesium bromide [prepared from p-bromotoluene (29.1 g, 0.16 mol) and magnesium (4.38 g, 0.18 g-atom)] in ether (100 mL) was treated with a solution of ethyl phenylphosphonite (13,6 g, 0.08 mol) in ether (50 mL) with vigorous mechanical stirring. The mixture was heated at reflux for 1/2 hr., then 100 mL of 25% sulfuric acid was added cautiously. Three layers formed; the bottom (aqueous) layer was extracted with toluene. Addition of NaHCO3 to the combined upper layers produc... Reaction SMILES: [C:1]1([CH3:9])[CH:6]=[CH:5][C:4]([Mg]Br)=[CH:3][CH:2]=1.[C:10]1([P:16]([O-])[O:17]CC)[CH:15]=[CH:14][CH:13]=[CH:12][CH:11]=1.S(=O)(=O)(O)O>CCOCC>[C:1]1([CH3:9])[CH:6]=[CH:5][CH:4]=[CH:3][C:2]=1[C:13]1[CH:14]=[CH:15][C:10]([PH2:16]=[O:17])=[CH:11][CH:12]=1. Product: C1(=C(C=CC=C1)C1=CC=C(C=C1)[PH2]=O)C (p-Tolylphenylphosphine oxide). Reactants: O=C(CCC(=O)N1[C@H](CO)CCC1)NCCCN1C(CCC1)=O (N-{4-Oxo-4-[3-(2-oxo-1-pyrrolidinyl)propylamino]butanoyl}-L-prolinol). Solvent: C1=CC=CC=C1 (benzene), CS(=O)C (DMSO), C(C)N(CC)CC (triethylamine). Conditions: time 1 hour. Product: O=C(CCC(=O)N1[C@H](C=O)CCC1)NCCCN1C(CCC1)=O (N-{4-oxo-4-[3-(2-oxo-1-pyrrolidinyl)propylamino]butanoyl}-L-prolinal). Yield: 65.1%. RXN SMILES: [O:1]=[C:2]([NH:14][CH2:15][CH2:16][CH2:17][N:18]1[CH2:22][CH2:21][CH2:20][C:19]1=[O:23])[CH2:3][CH2:4][C:5]([N:7]1[CH2:13][CH2:12][CH2:11][C@H:8]1[CH2:9][OH:10])=[O:6]>C1C=CC=CC=1.CS(C)=O.C(N(CC)CC)C>[O:1]=[C:2]([NH:14][CH2:15][CH2:16][CH2:17][N:18]1[CH2:22][CH2:21][CH2:20][C:19]1=[O:23])[CH2:3][CH2:4][C:5]([N:7]1[CH2:13][CH2:12][CH2:11][C@H:8]1[CH:9]=[O:10])=[O:6]. Procedure details: N-{4-Oxo-4-[3-(2-oxo-1-pyrrolidinyl)propylamino]butanoyl}-L-prolinol (85 mg) was dissolved in a mixed solvent of benzene (0.18 ml), DMSO (0.5 ml) and triethylamine (0.18 ml), and sulfur trioxide pyridine complex (200 mg) was added thereto under ice-cooling. After 1 hour's stirring at a temperature of 10°-15° C., the reaction mixture was treated in the same manner as in Example 10-C) to give 55 mg of N-{4-oxo-4-[3-(2-oxo-1-pyrrolidinyl)propylamino]butanoyl}-L-prolinal. Reactants: C(C)(=O)OC1=CC(=C(C=C1)NC=O)[N+](=O)[O-] (4-(Formylamino)-3-nitrophenyl acetate). The reagents and catalysts are [Pd] (Pd on carbon). Run in C(C)(=O)OCC (ethyl acetate). The product is C(C)(=O)OC1=CC(=C(C=C1)NC=O)N (3-amino-4-(formylamino)phenyl acetate). The yield is 88.0%. RXN SMILES: [C:1]([O:4][C:5]1[CH:10]=[CH:9][C:8]([NH:11][CH:12]=[O:13])=[C:7]([N+:14]([O-])=O)[CH:6]=1)(=[O:3])[CH3:2]>C(OCC)(=O)C.[Pd]>[C:1]([O:4][C:5]1[CH:10]=[CH:9][C:8]([NH:11][CH:12]=[O:13])=[C:7]([NH2:14])[CH:6]=1)(=[O:3])[CH3:2]. Reported procedure: 4-(Formylamino)-3-nitrophenyl acetate (13.5 g, 60.3 mmol, split into 1 g, 5 g, and 7.5 g batches) was dissolved in a minimal amount of ethyl acetate. The solution was hydrogenated over 10% Pd on carbon (wet, degussa type) on a Parr hydrogenator at 40 PSI of H2 for 1 hour. The catalyst was removed by filtering the reaction through Celite. The filtrate was concentrated to give 10.3 g of 3-amino-4-(formylamino)phenyl acetate. (M+1) 195.1, 1.31 min (LC/MS method A) Starting materials: CC(=O)O, CCCON=C(C(C)=O)C(=O)OCC, O=S(=O)(Cl)Cl. Product: CCCON=C(C(=O)CCl)C(=O)OCC. RXN SMILES: [CH3:20][C:21](=[O:22])[OH:23].[O:1]=[C:2]([C:3]([C:4](=[O:5])[O:6][CH2:7][CH3:8])=[N:9][O:10][CH2:11][CH2:12][CH3:13])[CH3:14].[S:15]([Cl:16])(=[O:17])([Cl:18])=[O:19]>>[O:1]=[C:2]([C:3]([C:4](=[O:5])[O:6][CH2:7][CH3:8])=[N:9][O:10][CH2:11][CH2:12][CH3:13])[CH2:14][Cl:18]. Starting materials: C(C)OC1=CC=C(CC2(OCCC2)C(=O)OC)C=C1 (methyl (4-ethoxybenzyl)-tetrahydro-2-furancarboxylate), [OH-].[Na+] (sodium hydroxide). Run in C(C)O (ethanol). Conditions: time 8 hour. Yields the product C(C)OC1=CC=C(CC2(OCCC2)C(=O)O)C=C1 ((4-Ethoxybenzyl)-tetrahydro-2-furancarboxylic acid). The yield is 85.1%. As a reaction SMILES: [CH2:1]([O:3][C:4]1[CH:19]=[CH:18][C:7]([CH2:8][C:9]2([C:14]([O:16]C)=[O:15])[CH2:13][CH2:12][CH2:11][O:10]2)=[CH:6][CH:5]=1)[CH3:2].[OH-].[Na+]>C(O)C>[CH2:1]([O:3][C:4]1[CH:19]=[CH:18][C:7]([CH2:8][C:9]2([C:14]([OH:16])=[O:15])[CH2:13][CH2:12][CH2:11][O:10]2)=[CH:6][CH:5]=1)[CH3:2] |f:1.2|. Procedure: To a solution of 10.85 g methyl (4-ethoxybenzyl)-tetrahydro-2-furancarboxylate in 200 ml of ethanol was added 50 ml of 5N sodium hydroxide solution, and the mixture was stirred at room temperature overnight. The solvent was evaporated, and the residue was dissolved in 500 ml of ethyl acetate and 100 ml of 5N hydrochloric acid. The organic layer was dried over anhydrous magnesium sulfate, and the solvent was evaporated. The residue was washed with diisopropyl ether, to give 8.74 g of the title co... The reactants are CSC1=CC2=C(NC(OC2=O)=O)C=C1 (6-methylsulfanyl-1H-benzo[d][1,3]oxazine-2,4-dione), COC1=C(CNCC(=O)O)C=CC(=C1)OC ((2,4-dimethoxy-benzylamino)-acetic acid). Solvent: CC=1C=CC(=CC1)C (p-xylene). Run at temperature 150 celsius. Yields the product COC1=C(CN2CC(NC3=C(C2=O)C=C(C=C3)SC)=O)C=CC(=C1)OC (4-(2,4-Dimethoxy-benzyl)-7-methylsulfanyl-3,4-dihydro-1H-benzo[e][1,4]diazepine-2,5-dione). Reaction SMILES: [CH3:1][S:2][C:3]1[CH:14]=[CH:13][C:6]2[NH:7][C:8](=[O:12])O[C:10](=[O:11])[C:5]=2[CH:4]=1.[CH3:15][O:16][C:17]1[CH:28]=[C:27]([O:29][CH3:30])[CH:26]=[CH:25][C:18]=1[CH2:19][NH:20][CH2:21]C(O)=O>CC1C=CC(C)=CC=1>[CH3:15][O:16][C:17]1[CH:28]=[C:27]([O:29][CH3:30])[CH:26]=[CH:25][C:18]=1[CH2:19][N:20]1[C:10](=[O:11])[C:5]2[CH:4]=[C:3]([S:2][CH3:1])[CH:14]=[CH:13][C:6]=2[NH:7][C:8](=[O:12])[CH2:21]1. Procedure details: A suspension of 6-methylsulfanyl-1H-benzo[d][1,3]oxazine-2,4-dione (4.8 g, 23 mmol) containing (2,4-dimethoxy-benzylamino)-acetic acid (5.6 g, 25 mmol) in p-xylene (50 mL) was heated under reflux (150° C.) for 3 h. After cooling to room temperature the precipitate was filtered off and washed with p-xylene (2×20 ml). Yield: 7.5 g (89%). m/z 373 (MH+). Reactants: O=C(NC1CCCCC12CCCN(CCc1ccc(F)cc1)C2)OCc1ccccc1, CO. The product is NC1CCCCC12CCCN(CCc1ccc(F)cc1)C2. RXN SMILES: [CH2:1]([O:2][C:3](=[O:4])[NH:10][CH:11]1[C:12]2([CH2:13][CH2:14][CH2:15][N:16]([CH2:18][CH2:19][c:20]3[cH:21][cH:22][c:23]([F:26])[cH:24][cH:25]3)[CH2:17]2)[CH2:27][CH2:28][CH2:29][CH2:30]1)[c:5]1[cH:6][cH:7][cH:8][cH:9][cH:31]1.[CH3:32][OH:33]>>[NH2:10][CH:11]1[C:12]2([CH2:13][CH2:14][CH2:15][N:16]([CH2:18][CH2:19][c:20]3[cH:21][cH:22][c:23]([F:26])[cH:24][cH:25]3)[CH2:17]2)[CH2:27][CH2:28][CH2:29][CH2:30]1.